This data is from the Open Reaction Database (ORD), a public repository of structured organic reaction records. The task is: describe an organic reaction: reactants, conditions, products, and yield The reactants are C=CCCOC(C)=O, ClCCl, O=C(OO)c1cccc(Cl)c1. The product is CC(=O)OCCC1CO1. Reaction SMILES: [C:1]([CH3:2])(=[O:3])[O:4][CH2:5][CH2:6][CH:7]=[CH2:8].[Cl:20][CH2:21][Cl:22].[Cl:9][c:10]1[cH:11][c:12]([C:17](=[O:14])[O:18][OH:19])[cH:13][cH:15][cH:16]1>>[C:1]([CH3:2])(=[O:3])[O:4][CH2:5][CH2:6][CH:7]1[CH2:8][O:14]1. Starting materials: CS(=O)(=O)C1=CC=C(C=N1)OC=1C=C2C=C(NC2=CC1)C=1SC(CN1)CC(=O)OCC (ethyl [2-(5-{[6-(methylsulfonyl)pyridin-3-yl]oxy}-1H-indol-2-yl)-4,5-dihydro-1,3-thiazol-5-yl]acetate), [OH-].[Na+] (sodium hydroxide). Solvent: C(C)O (ethanol), O1CCCC1 (tetrahydrofuran). Conditions: time 15 hour. Product: CS(=O)(=O)C1=CC=C(C=N1)OC=1C=C2C=C(NC2=CC1)C=1SC(CN1)CC(=O)O ([2-(5-{[6-(Methylsulfonyl)pyridin-3-yl]oxy}-1H-indol-2-yl)-4,5-dihydro-1,3-thiazol-5-yl]acetic acid). Isolated yield 58.6%. RXN SMILES: [CH3:1][S:2]([C:5]1[N:10]=[CH:9][C:8]([O:11][C:12]2[CH:13]=[C:14]3[C:18](=[CH:19][CH:20]=2)[NH:17][C:16]([C:21]2[S:22][CH:23]([CH2:26][C:27]([O:29]CC)=[O:28])[CH2:24][N:25]=2)=[CH:15]3)=[CH:7][CH:6]=1)(=[O:4])=[O:3].[OH-].[Na+]>C(O)C.O1CCCC1>[CH3:1][S:2]([C:5]1[N:10]=[CH:9][C:8]([O:11][C:12]2[CH:13]=[C:14]3[C:18](=[CH:19][CH:20]=2)[NH:17][C:16]([C:21]2[S:22][CH:23]([CH2:26][C:27]([OH:29])=[O:28])[CH2:24][N:25]=2)=[CH:15]3)=[CH:7][CH:6]=1)(=[O:3])=[O:4] |f:1.2|. Reported procedure: To a solution of ethyl [2-(5-{[6-(methylsulfonyl)pyridin-3-yl]oxy}-1H-indol-2-yl)-4,5-dihydro-1,3-thiazol-5-yl]acetate (4 g) in ethanol (50 mL) and tetrahydrofuran (50 mL) was added 1N aqueous sodium hydroxide solution (17.4 mL), and the mixture was stirred at room temperature for 15 hr. The reaction mixture was concentrated, and water was added to the residue, and the mixture was washed with ethyl acetate. To the aqueous layer was added 1N hydrochloric acid for neutralization, and the mixture w... The solvent is C(C)(=O)O (acetic acid), C(Cl)Cl (DCM). Yields the product ClC1=CC=C(C=C1)C1=N[C@H](C=2N(C3=C1C=C(C=C3)C3=CC=C(C=C3)CN3CCN(CC3)C)C(=NN2)C)CC(=O)NCC ((S)-2-(6-(4-chlorophenyl)-1-methyl-8-(4-((4-methylpiperazin-1-yl)methyl)phenyl)-4H-benzo[f][1,2,4]triazolo[4,3-a][1,4]diazepin-4-yl)-N-ethylacetamide). Reaction SMILES: [Cl:1][C:2]1[CH:7]=[CH:6][C:5]([C:8]2[C:14]3[CH:15]=[C:16]([C:19]4[CH:24]=[CH:23][C:22]([CH:25]=O)=[CH:21][CH:20]=4)[CH:17]=[CH:18][C:13]=3[N:12]3[C:27]([CH3:30])=[N:28][N:29]=[C:11]3[C@H:10]([CH2:31][C:32]([NH:34][CH2:35][CH3:36])=[O:33])[N:9]=2)=[CH:4][CH:3]=1.[CH3:37][N:38]1[CH2:43][CH2:42][NH:41][CH2:40][CH2:39]1.C(O[BH-](OC(=O)C)OC(=O)C)(=O)C.[Na+].C(=O)([O-])O.[Na+]>C(Cl)Cl.C(O)(=O)C>[Cl:1][C:2]1[CH:7]=[CH:6][C:5]([C:8]2[C:14]3[CH:15]=[C:16]([C:19]4[CH:20]=[CH:21][C:22]([CH2:25][N:41]5[CH2:42][CH2:43][N:38]([CH3:37])[CH2:39][CH2:40]5)=[CH:23][CH:24]=4)[CH:17]=[CH:18][C:13]=3[N:12]3[C:27]([CH3:30])=[N:28][N:29]=[C:11]3[C@H:10]([CH2:31][C:32]([NH:34][CH2:35][CH3:36])=[O:33])[N:9]=2)=[CH:4][CH:3]=1 |f:2.3,4.5|. Reported procedure: (S)-2-(6-(4-Chlorophenyl)-8-(4-formylphenyl)-1-methyl-4H-benzo[f][1,2,4]triazolo[4,3-a][1,4]diazepin-4-yl)-N-ethylacetamide (for a preparation see Intermediate 6) (90 mg) was dissolved in DCM (5 ml). 1-Methylpiperazine (30 μl) and acetic acid (10.35 μl) were added and the reaction mixture was stirred for 5 min. Sodium triacetoxyborohydride (192 mg) was added and the reaction mixture was stirred at room temperature, under nitrogen, over the weekend. Saturated sodium hydrogen carbonate solution (5... Reactants: CN1CCNCC1 (1-Methylpiperazine), ClC1=CC=C(C=C1)C1=N[C@H](C=2N(C3=C1C=C(C=C3)C3=CC=C(C=C3)C=O)C(=NN2)C)CC(=O)NCC ((S)-2-(6-(4-Chlorophenyl)-8-(4-formylphenyl)-1-methyl-4H-benzo[f][1,2,4]triazolo[4,3-a][1,4]diazepin-4-yl)-N-ethylacetamide), C(C)(=O)O[BH-](OC(C)=O)OC(C)=O.[Na+] (Sodium triacetoxyborohydride), C(O)([O-])=O.[Na+] (sodium hydrogen carbonate), Intermediate 6. Run at time 5 minute. Starting materials: ClC1=CC(=C(C=C1)NC(=O)C1CC(=NN1C1=NC=CC=C1Cl)C1=C(C=CC=C1[N+](=O)[O-])S(=O)(=O)[O-])C(NC(C)C1CC1)=O (5-(4-chloro-2-(1-cyclopropylethylcarbamoyl)phenylcarbamoyl)-1-(3-chloropyridin-2-yl)-4,5-dihydro-1H-pyrazol-3-yl3-nitrobenzene sulfonate), C(C)(=O)O.Br (hydrogen bromide acetic acid), C(C)(=O)OCC (ethyl acetate), [OH-].[Na+] (sodium hydroxide). Run in C(C)(=O)O (acetic acid), O (water). Reaction conditions: time 1.5 hour. Yields the product ClC1=CC(=C(C=C1)NC(=O)C1CC(=NN1C1=NC=CC=C1Cl)Br)C(NC(C)C1CC1)=O (N-(4-chloro-2-(1-cyclopropylethylcarbamoyl)phenyl)-3-bromo-1-(3-chloropyridin-2-yl)-4,5-dihydro-1H-pyrazole-5-carboxamide). RXN SMILES: [Cl:1][C:2]1[CH:7]=[CH:6][C:5]([NH:8][C:9]([CH:11]2[N:15]([C:16]3[C:21]([Cl:22])=[CH:20][CH:19]=[CH:18][N:17]=3)[N:14]=[C:13](C3C([N+]([O-])=O)=CC=CC=3S([O-])(=O)=O)[CH2:12]2)=[O:10])=[C:4]([C:36](=[O:43])[NH:37][CH:38]([CH:40]2[CH2:42][CH2:41]2)[CH3:39])[CH:3]=1.C(O)(=O)C.[BrH:48].C(OCC)(=O)C.[OH-].[Na+]>C(O)(=O)C.O>[Cl:1][C:2]1[CH:7]=[CH:6][C:5]([NH:8][C:9]([CH:11]2[N:15]([C:16]3[C:21]([Cl:22])=[CH:20][CH:19]=[CH:18][N:17]=3)[N:14]=[C:13]([Br:48])[CH2:12]2)=[O:10])=[C:4]([C:36](=[O:43])[NH:37][CH:38]([CH:40]2[CH2:42][CH2:41]2)[CH3:39])[CH:3]=1 |f:1.2,4.5|. Procedure: 400 mg of 5-(4-chloro-2-(1-cyclopropylethylcarbamoyl)phenylcarbamoyl)-1-(3-chloropyridin-2-yl)-4,5-dihydro-1H-pyrazol-3-yl3-nitrobenzene sulfonate was dissolved in 0.7 mL of acetic acid, and 0.3 mL of a 33 mass % hydrogen bromide acetic acid solution was dropwise added, followed by stirring for about 1.5 hours. After completion of the reaction, ethyl acetate, water and 1.8 mL of 1 N sodium hydroxide were added, followed by stirring and extraction with ethyl acetate. Then, concentration under red... Starting materials: CC(C)O, Cc1cnc(C)c(Cl)n1, NCCc1c[nH]cn1. The product is Cc1cnc(C)c(NCCc2c[nH]cn2)n1. Reaction SMILES: [CH3:18][CH:19]([OH:20])[CH3:21].[Cl:9][c:10]1[n:11][c:12]([CH3:17])[cH:13][n:14][c:15]1[CH3:16].[NH2:1][CH2:2][CH2:3][c:4]1[cH:5][nH:6][cH:7][n:8]1>>[NH:1]([CH2:2][CH2:3][c:4]1[cH:5][nH:6][cH:7][n:8]1)[c:10]1[n:11][c:12]([CH3:17])[cH:13][n:14][c:15]1[CH3:16]. The reactants are C(C1=CC=CC=C1)C=1C=NC2=C(C=CC=C2C1C=1C=C(C=CC1)N)C(F)(F)F ({3-[3-benzyl-8-(trifluoromethyl)quinolin-4-yl]phenyl}amine), BrC=1C=CC(=C(C=O)C1)O (5-bromo-2-hydroxy-benzaldehyde). The product is C(C1=CC=CC=C1)C=1C=NC2=C(C=CC=C2C1C=1C=C(C=CC1)NCC1=C(C=CC(=C1)Br)O)C(F)(F)F (2-[({3-[3-BENZYL-8-(TRIFLUOROMETHYL)QUINOLIN-4-YL]PHENYL}AMINO)METHYL]-4-BROMOPHENOL). Reaction SMILES: [CH2:1]([C:8]1[CH:9]=[N:10][C:11]2[C:16]([C:17]=1[C:18]1[CH:19]=[C:20]([NH2:24])[CH:21]=[CH:22][CH:23]=1)=[CH:15][CH:14]=[CH:13][C:12]=2[C:25]([F:28])([F:27])[F:26])[C:2]1[CH:7]=[CH:6][CH:5]=[CH:4][CH:3]=1.[Br:29][C:30]1[CH:31]=[CH:32][C:33]([OH:38])=[C:34]([CH:37]=1)[CH:35]=O>>[CH2:1]([C:8]1[CH:9]=[N:10][C:11]2[C:16]([C:17]=1[C:18]1[CH:19]=[C:20]([NH:24][CH2:35][C:34]3[CH:37]=[C:30]([Br:29])[CH:31]=[CH:32][C:33]=3[OH:38])[CH:21]=[CH:22][CH:23]=1)=[CH:15][CH:14]=[CH:13][C:12]=2[C:25]([F:28])([F:26])[F:27])[C:2]1[CH:3]=[CH:4][CH:5]=[CH:6][CH:7]=1. Reported procedure: The title compound was prepared from {3-[3-benzyl-8-(trifluoromethyl)quinolin-4-yl]phenyl}amine and 5-bromo-2-hydroxy-benzaldehyde according to the procedure of Example 66. MS (ES) m/z 560.9.